From a dataset of the Open Reaction Database (ORD), a public repository of structured organic reaction records. describe an organic reaction: reactants, conditions, products, and yield The reactants are [C@H]12[C@H](NC[C@@H]2CCC1)CNC(=O)C1=C(N=C2SC=CN21)C (6-methyl-imidazo[2,1-b]thiazole-5-carboxylic acid-[(1S,2S,5R)-3-aza-bicyclo[3.3.0]oct-2-ylmethyl]-amide), CC=1SC(=C(N1)C(=O)O)C1=CC=C(C=C1)C (2-methyl-5-p-tolyl-thiazole-4-carboxylic acid). The product is CC=1SC(=C(N1)C(=O)N1[C@@H]([C@H]2CCC[C@H]2C1)CNC(=O)C1=C(N=C2SC=CN21)C)C2=CC=C(C=C2)C (6-Methyl-imidazo[2,1-b]thiazole-5-carboxylic acid-(1S,2S,5R)-[3-(2-methyl-5-p-tolyl-thiazole-4-carbonyl)-3-aza-bicyclo[3.3.0]oct-2-ylmethyl]-amide). As a reaction SMILES: [C@H:1]12[CH2:8][CH2:7][CH2:6][C@H:5]1[CH2:4][NH:3][C@@H:2]2[CH2:9][NH:10][C:11]([C:13]1[N:20]2[C:16]([S:17][CH:18]=[CH:19]2)=[N:15][C:14]=1[CH3:21])=[O:12].[CH3:22][C:23]1[S:24][C:25]([C:31]2[CH:36]=[CH:35][C:34]([CH3:37])=[CH:33][CH:32]=2)=[C:26]([C:28](O)=[O:29])[N:27]=1>>[CH3:22][C:23]1[S:24][C:25]([C:31]2[CH:36]=[CH:35][C:34]([CH3:37])=[CH:33][CH:32]=2)=[C:26]([C:28]([N:3]2[CH2:4][C@H:5]3[C@H:1]([CH2:8][CH2:7][CH2:6]3)[C@H:2]2[CH2:9][NH:10][C:11]([C:13]2[N:20]3[C:16]([S:17][CH:18]=[CH:19]3)=[N:15][C:14]=2[CH3:21])=[O:12])=[O:29])[N:27]=1. Procedure: prepared by reaction of 6-methyl-imidazo[2,1-b]thiazole-5-carboxylic acid-[(1S,2S,5R)-3-aza-bicyclo[3.3.0]oct-2-ylmethyl]-amide with 2-methyl-5-p-tolyl-thiazole-4-carboxylic acid. Starting materials: CCOC(=O)c1cn2ncc(C#N)c(Cl)c2c1C, COC(=O)c1cn2ncc(C#N)c(Nc3ccc(Oc4ccccc4OC(C)(C)C(=O)OC(C)(C)C)cc3)c2c1C, Nc1ccc(Oc2ccccc2)cc1. Reaction SMILES: [CH2:1]([CH3:2])[O:3][C:4](=[O:5])[c:6]1[c:7]([CH3:18])[c:8]2[n:9]([n:10][cH:11][c:12]([C:15]#[N:16])[c:13]2[Cl:14])[cH:17]1.[CH3:33][O:34][C:35]([c:36]1[c:37]([CH3:38])[c:39]2[c:40]([NH:41][c:42]3[cH:43][cH:44][c:45]([O:46][c:47]4[cH:48][cH:49][cH:50][cH:51][c:52]4[O:53][C:54]([C:55]([O:56][C:57]([CH3:58])([CH3:59])[CH3:60])=[O:61])([CH3:62])[CH3:63])[cH:64][cH:65]3)[c:66]([C:67]#[N:68])[cH:69][n:70][n:71]2[cH:72]1)=[O:73].[O:19]([c:20]1[cH:21][cH:22][cH:23][cH:24][cH:25]1)[c:26]1[cH:27][cH:28][c:29]([NH2:32])[cH:30][cH:31]1>>[CH2:1]([CH3:2])[O:3][C:4](=[O:5])[c:6]1[c:7]([CH3:18])[c:8]2[n:9]([n:10][cH:11][c:12]([C:15]#[N:16])[c:13]2[NH:32][c:29]2[cH:28][cH:27][c:26]([O:19][c:20]3[cH:21][cH:22][cH:23][cH:24][cH:25]3)[cH:31][cH:30]2)[cH:17]1. Product: CCOC(=O)c1cn2ncc(C#N)c(Nc3ccc(Oc4ccccc4)cc3)c2c1C. Starting materials: BrC=1C(OCC1Br)=O (3,4-dibromofuran-2(5H)-one), C(=O)([O-])[O-].[Cs+].[Cs+] (Cs2CO3), N1CCOCC1 (morpholine). Solvent: CN(C)C=O (DMF). Run at time 30 minute. Product: BrC=1C(OCC1N1CCOCC1)=O (3-bromo-4-morpholinofuran-2(5H)-one). The yield is 87.7%. RXN SMILES: [Br:1][C:2]1[C:3](=[O:8])[O:4][CH2:5][C:6]=1Br.C([O-])([O-])=O.[Cs+].[Cs+].[NH:15]1[CH2:20][CH2:19][O:18][CH2:17][CH2:16]1>CN(C=O)C>[Br:1][C:2]1[C:3](=[O:8])[O:4][CH2:5][C:6]=1[N:15]1[CH2:20][CH2:19][O:18][CH2:17][CH2:16]1 |f:1.2.3|. Procedure: To a stirred solution of 3,4-dibromofuran-2(5H)-one (1 g, 0.004 mol) in DMF (10 mL) was added Cs2CO3 (1.34 g, 0.004 mol) followed by morpholine (360 mg, 0.004 mol) at room temperature under a N2 atmosphere. The reaction mixture was then stirred for 30 minutes, quenched with ice water and extracted with EtOAc (2×50 mL). The combined organic layers were washed with water, dried over anhydrous Na2SO4, filtered, and concentrated in vacuo to afford 3-bromo-4-morpholinofuran-2(5H)-one (0.87 g, 85%) as... The reactants are CC(C)(C)OC(=O)NCc1ccc(-c2oc(-c3c(F)cccc3F)nc2C(N)=O)cc1, O=C[O-], ClCCl, Cl, C1COCCO1. Yields the product NCc1ccc(-c2oc(-c3c(F)cccc3F)nc2C(N)=O)cc1. As a reaction SMILES: [C:1]([NH2:2])(=[O:3])[c:4]1[n:5][c:6](-[c:24]2[c:25]([F:31])[cH:26][cH:27][cH:28][c:29]2[F:30])[o:7][c:8]1-[c:9]1[cH:10][cH:11][c:12]([CH2:13][NH:14][C:15](=[O:16])[O:17][C:18]([CH3:19])([CH3:20])[CH3:21])[cH:22][cH:23]1.[CH:39]([O-:40])=[O:41].[Cl:42][CH2:43][Cl:44].[ClH:32].[O:33]1[CH2:34][CH2:35][O:36][CH2:37][CH2:38]1>>[C:1]([NH2:2])(=[O:3])[c:4]1[n:5][c:6](-[c:24]2[c:25]([F:31])[cH:26][cH:27][cH:28][c:29]2[F:30])[o:7][c:8]1-[c:9]1[cH:10][cH:11][c:12]([CH2:13][NH2:14])[cH:22][cH:23]1. Reactants: Br, Br, CC(=O)OCCc1cc(C(C)=O)ccc1O, CC(=O)O, ClC(Cl)Cl. The product is CC(=O)OCCc1cc(C(=O)CBr)ccc1O. As a reaction SMILES: [Br:1].[BrH:18].[C:2]([CH3:3])(=[O:4])[O:5][CH2:6][CH2:7][c:8]1[cH:9][c:10]([C:15]([CH3:16])=[O:17])[cH:11][cH:12][c:13]1[OH:14].[CH3:23][C:24](=[O:25])[OH:26].[CH:19]([Cl:20])([Cl:21])[Cl:22]>>[C:2]([CH3:3])(=[O:4])[O:5][CH2:6][CH2:7][c:8]1[cH:9][c:10]([C:15]([CH2:16][Br:18])=[O:17])[cH:11][cH:12][c:13]1[OH:14]. Reactants: ClC1=CC=C(C=C1)NC=C(C(=O)NC1=CC=C(C=C1)F)C1=CC(=NO1)C (α-[[(4-Chlorophenyl)amino]methylene]-N-(4-fluorophenyl)-3-methyl-5-isoxazoleacetamide), C(C)OC1=CC=C(C=C1)NC=C(C(=O)NC1=CC=C(C=C1)F)C1=CC(=NO1)C (α-[[(4-Ethoxyphenyl)amino]methylene]-N-(4-fluorophenyl)-3-methyl-5-isoxazoleacetamide), ClC1=CC=C(C=C1)NC(C(C1=CC(=NO1)C)=CNC1=CC(=CC=C1)F)=O (N-(4-Chlorophenyl)-α-[(3-fluorophenylamino)methylene]-3-methyl-5-isoxazole-acetamide). Yields the product FC1=CC=C(C=C1)NC(C(C1=CC(=NO1)C)=CNC1=CC=C(C=C1)O)=O (N-(4-Fluorophenyl)-α-[[(4-hydroxyphenyl)amino]methylene]-3-methyl-5-isoxazole-acetamide). The yield is 40.0%. As a reaction SMILES: ClC1C=CC(NC=C(C2ON=C(C)C=2)C(NC2C=CC(F)=CC=2)=O)=CC=1.C([O:29][C:30]1[CH:35]=[CH:34][C:33]([NH:36][CH:37]=[C:38]([C:49]2[O:53][N:52]=[C:51]([CH3:54])[CH:50]=2)[C:39]([NH:41][C:42]2[CH:47]=[CH:46][C:45]([F:48])=[CH:44][CH:43]=2)=[O:40])=[CH:32][CH:31]=1)C.ClC1C=CC(NC(=O)C(=CNC2C=CC=C(F)C=2)C2ON=C(C)C=2)=CC=1>>[F:48][C:45]1[CH:46]=[CH:47][C:42]([NH:41][C:39](=[O:40])[C:38](=[CH:37][NH:36][C:33]2[CH:32]=[CH:31][C:30]([OH:29])=[CH:35][CH:34]=2)[C:49]2[O:53][N:52]=[C:51]([CH3:54])[CH:50]=2)=[CH:43][CH:44]=1. Procedure details: Yield 40%. α-[[(4-Chlorophenyl)amino]methylene]-N-(4-fluorophenyl)-3-methyl-5-isoxazoleacetamide: Yield 44%, 1H NMR (400 MHz, CDCl3) δ 11.50 (d, 1H), 8.28 (s, 1H), 7.70 (d, 1H), 7.50 (d, 2H), 7.30 (d, 4H), 7.00 (d, 2H), 6.01, 6.20 (s, 1H), 2.30, 2.35 (s, 3H); TOF MS ES+ m/z 372, 374 (MH+); 394, 396 (M+Na+); α-[[(4-Ethoxyphenyl)amino]methylene]-N-(4-fluorophenyl)-3-methyl-5-isoxazoleacetamide: Yield 47%; 1H NMR (400 MHz, CDCl3) δ 11.40 (d, 1H, J=12.3 Hz), 8.26 (br s, 1H), 7.67 (d, 1H, J=12.9 Hz),... The reactants are COC=1C=CC(=C(C(=O)N)C1)N (5-methoxy-2-aminobenzamide), C1(=CC=CC2=CC=CC=C12)C=O (1-naphthaldehyde). Yields the product COC=1C=C2C(NC(=NC2=CC1)C1=CC=CC2=CC=CC=C12)=O (6-Methoxy-2-(naphthalen-1-yl)quinazolin-4-one). Reaction SMILES: [CH3:1][O:2][C:3]1[CH:4]=[CH:5][C:6]([NH2:12])=[C:7]([CH:11]=1)[C:8]([NH2:10])=[O:9].[C:13]1([CH:23]=O)[C:22]2[C:17](=[CH:18][CH:19]=[CH:20][CH:21]=2)[CH:16]=[CH:15][CH:14]=1>>[CH3:1][O:2][C:3]1[CH:11]=[C:7]2[C:6](=[CH:5][CH:4]=1)[N:12]=[C:23]([C:13]1[C:22]3[C:17](=[CH:18][CH:19]=[CH:20][CH:21]=3)[CH:16]=[CH:15][CH:14]=1)[NH:10][C:8]2=[O:9]. Reported procedure: Compound 17 was synthesized from 5-methoxy-2-aminobenzamide (9) (1.2 g, 7.3 mmol) and 1-naphthaldehyde (14) (1.1 g, 7.3 mmol): yield 1.5 g (70%); pale yellow needles; mp 174 to 175° C.; 1H NMR (DMSO-d6) δ 3.87 (3H, s, OCH3), 7.22-7.34 (2H, m, 2×ArH), 7.53-7.72 (5H, m, 5×ArH), 7.95-8.22 (3H, m, 3×ArH), 12.62 (1H, br s, NH) ppm; MS (ESI) m/z 302; Anal. (C19H14N2O2): C, H, N. The reactants are OCCOCN1C=2N=C(NC(C2N=C1)=O)N (9-(2-hydroxyethoxymethyl)guanine), C1(CCC(=O)O1)=O (succinic anhydride). Run in N1=CC=CC=C1 (pyridine). Yields the product C(=O)(O)CCC(=O)OCCOCN1C=2N=C(NC(C2N=C1)=O)N (9-{2-(3-carboxypropionyloxy)ethoxymethyl} guanine). Isolated yield 44.0%. As a reaction SMILES: [OH:1][CH2:2][CH2:3][O:4][CH2:5][N:6]1[CH:14]=[N:13][C:12]2[C:11](=[O:15])[NH:10][C:9]([NH2:16])=[N:8][C:7]1=2.[C:17]1(=[O:23])[O:22][C:20](=[O:21])[CH2:19][CH2:18]1>N1C=CC=CC=1>[C:20]([CH2:19][CH2:18][C:17]([O:1][CH2:2][CH2:3][O:4][CH2:5][N:6]1[CH:14]=[N:13][C:12]2[C:11](=[O:15])[NH:10][C:9]([NH2:16])=[N:8][C:7]1=2)=[O:23])([OH:22])=[O:21]. Procedure: A mixture of 9-(2-hydroxyethoxymethyl)guanine (0.25 g), succinic anhydride (0.55 g) and pyridine (50 ml) was heated under anhydrous conditions on a steam bath overnight. The solvent was evaporated under reduced pressure at <40° C., the last trace being removed azeotropically with toluene. The residue was triturated with acetone and the product removed by filtration. Recrystallization from methanol afforded 9-{2-(3-carboxypropionyloxy)ethoxymethyl} guanine, m.p. 203°-207° C. (sinter 190° C.), in ... The reactants are CC(C)CCC[C@@H](C)[C@H]1CC[C@H]2[C@@H]3CCC4=CC(CC[C@]4(C)[C@H]3CC[C@]12C)=O (4-cholesten-3-one), Br (hydrobromic acid), BrBr (bromine). Run in CCOCC (ether), C(C)(=O)O (acetic acid), CCOCC (ether), C(C)(=O)O (acetic acid). Reaction conditions: time 15 minute. Yields the product BrC1C(C=C2C(C[C@H]3[C@@H]4CC[C@H]([C@@H](CCCC(C)C)C)[C@]4(CC[C@@H]3[C@]2(C1)C)C)Br)=O (2,6-dibromo-4-cholesten-3-one). Reaction SMILES: [CH3:1][CH:2]([CH2:4][CH2:5][CH2:6][C@H:7]([C@@H:9]1[C@:26]2([CH3:27])[C@H:12]([C@H:13]3[C@H:23]([CH2:24][CH2:25]2)[C@:21]2([CH3:22])[C:16](=[CH:17][C:18](=[O:28])[CH2:19][CH2:20]2)[CH2:15][CH2:14]3)[CH2:11][CH2:10]1)[CH3:8])[CH3:3].[BrH:29].[Br:30]Br>C(O)(=O)C.CCOCC>[Br:29][CH:19]1[CH2:20][C@@:21]2([CH3:22])[C:16]([CH:15]([Br:30])[CH2:14][C@@H:13]3[C@@H:23]2[CH2:24][CH2:25][C@@:26]2([CH3:27])[C@H:12]3[CH2:11][CH2:10][C@@H:9]2[C@H:7]([CH3:8])[CH2:6][CH2:5][CH2:4][CH:2]([CH3:1])[CH3:3])=[CH:17][C:18]1=[O:28]. Procedure details: 60 g. of 4-cholesten-3-one is dissolved in 2 l. of ether and 1 ml. of hydrobromic acid in acetic acid, 37% strength. It is combined, with agitation, with a solution of 52.4 g. of bromine in 300 ml. of acetic acid. The mixture is then further stirred for 15 minutes, thereafter diluted with a small quantity of ether, and washed in succession with water, sodium bicarbonate solution, and water. After drying and evaporation, 90 g. of crude 2,6-dibromo-4-cholesten-3-one is obtained in the form of an o...